The task is: describe an organic reaction: reactants, conditions, products, and yield. This data is from the Open Reaction Database (ORD), a public repository of structured organic reaction records. Starting materials: COC1=C(C2=CC=CC=C2C=C1C#N)C(=O)OC (methyl 2-methoxy-3-cyano-1-naphthoate), O[Li].O (LiOH.H2O), C1CCOC1 (THF), O (water). The solvent is CO (methanol), C([O-])(O)=O.[Na+] (sodium bicarbonate). Product: COC1=C(C2=CC=CC=C2C=C1C#N)C(=O)O (2-Methoxy-3-cyano-1-naphthoic Acid). Reaction SMILES: [CH3:1][O:2][C:3]1[C:12]([C:13]#[N:14])=[CH:11][C:10]2[C:5](=[CH:6][CH:7]=[CH:8][CH:9]=2)[C:4]=1[C:15]([O:17]C)=[O:16].O[Li].O.C1COCC1.O>C(=O)(O)[O-].[Na+].CO>[CH3:1][O:2][C:3]1[C:12]([C:13]#[N:14])=[CH:11][C:10]2[C:5](=[CH:6][CH:7]=[CH:8][CH:9]=2)[C:4]=1[C:15]([OH:17])=[O:16] |f:1.2,5.6|. Procedure details: A solution of methyl 2-methoxy-3-cyano-1-naphthoate (0.113 g), LiOH.H2O (0.0196 g), THF (3 mL), water (1 mL) and methanol (1 mL) was stirred overnight at room temperature. The solution was diluted with saturated sodium bicarbonate and extracted with Et2O. The aqueous layer was acidified to pH 2 by addition of 1N HCl and extracted with Et2O. The organic layer was washed with water (30 mL) and brine (40 mL), dried (sodium sulfate), filtered, and concentrated to a white solid. 1H NMR (DMSO-d6): δ14... The reactants are C(C)(C)(C)OC(=O)N1CCC(CC1)OC=1C(=NN(C(C1)=O)C1=CC(=C(C=C1)Cl)Cl)C(=O)O (4-(1-(tert-butoxycarbonyl)piperidin-4-yloxy)-1-(3,4-dichlorophenyl)-6-oxo-1,6-dihydropyridazine-3-carboxylic acid), Cl (HCl), O1CCOCC1 (dioxane), CCOCC (Et2O). Run in C(Cl)Cl (DCM). Reaction conditions: time 8 hour. Product: Cl.ClC=1C=C(C=CC1Cl)N1N=C(C(=CC1=O)OC1CCNCC1)C(=O)O (1(3,4-dichlorophenyl)-6-oxo-4-(piperidin-4-yloxy)-1,6-dihydropyridazine-3-carboxylic acid HCl salt). The yield is 181.8%. RXN SMILES: C(OC([N:8]1[CH2:13][CH2:12][CH:11]([O:14][C:15]2[C:16]([C:30]([OH:32])=[O:31])=[N:17][N:18]([C:22]3[CH:27]=[CH:26][C:25]([Cl:28])=[C:24]([Cl:29])[CH:23]=3)[C:19](=[O:21])[CH:20]=2)[CH2:10][CH2:9]1)=O)(C)(C)C.Cl.O1CCOCC1.CCOCC>C(Cl)Cl>[ClH:28].[Cl:29][C:24]1[CH:23]=[C:22]([N:18]2[C:19](=[O:21])[CH:20]=[C:15]([O:14][CH:11]3[CH2:10][CH2:9][NH:8][CH2:13][CH2:12]3)[C:16]([C:30]([OH:32])=[O:31])=[N:17]2)[CH:27]=[CH:26][C:25]=1[Cl:28] |f:5.6|. Procedure details: To a stirring solution of 4-(1-(tert-butoxycarbonyl)piperidin-4-yloxy)-1-(3,4-dichlorophenyl)-6-oxo-1,6-dihydropyridazine-3-carboxylic acid (from example 15 step A) (105 mg, 0.217 mmol) in DCM (2 mL) at room temperature under argon was added 4 M HCl in dioxane (0.271 mL, 1.1 mmol). The reaction mixture was stirred at room temperature overnight. Et2O (10 mL) was added to the reaction mixture. The solid product was collected by filtration and further washed with ether (5 mL×2). After drying under ... The reactants are C(C)(C)(C)OC(=O)NC(CC(=O)N[C@H]1C(NC2=C(CC1)C=CC=C2)=O)(C)C (3-t-butoxycarbonylamino-3-methyl-N-[2,3,4,5-tetrahydro-2-oxo-1H-1-benzazepin-3(R)-yl]-butanamide), BrCC1=CC=C(C=C1)C1=C(C=CC=C1)C=1N=CN(C1)C(C1=CC=CC=C1)(C1=CC=CC=C1)C1=CC=CC=C1 (4-bromomethyl-2'-[1-(triphenylmethyl)imidazol-4-yl]-1,1'-biphenyl). Yields the product C(C)(C)(C)OC(=O)NC(CC(=O)N[C@H]1C(N(C2=C(CC1)C=CC=C2)CC2=CC=C(C=C2)C2=C(C=CC=C2)C=2N=CN(C2)C(C2=CC=CC=C2)(C2=CC=CC=C2)C2=CC=CC=C2)=O)(C)C (3-t-Butoxycarbonylamino-3-methyl-N-[2,3,4,5-tetrahydro-2-oxo-1-[[2'-[1-(triphenylmethyl) imidazol-4-yl][1,1'-biphenyl]-4-yl]methyl]-1H-1-benzazepin-3(R)-yl]-butanamide). RXN SMILES: [C:1]([O:5][C:6]([NH:8][C:9]([CH3:27])([CH3:26])[CH2:10][C:11]([NH:13][C@@H:14]1[CH2:20][CH2:19][C:18]2[CH:21]=[CH:22][CH:23]=[CH:24][C:17]=2[NH:16][C:15]1=[O:25])=[O:12])=[O:7])([CH3:4])([CH3:3])[CH3:2].Br[CH2:29][C:30]1[CH:35]=[CH:34][C:33]([C:36]2[CH:41]=[CH:40][CH:39]=[CH:38][C:37]=2[C:42]2[N:43]=[CH:44][N:45]([C:47]([C:60]3[CH:65]=[CH:64][CH:63]=[CH:62][CH:61]=3)([C:54]3[CH:59]=[CH:58][CH:57]=[CH:56][CH:55]=3)[C:48]3[CH:53]=[CH:52][CH:51]=[CH:50][CH:49]=3)[CH:46]=2)=[CH:32][CH:31]=1>>[C:1]([O:5][C:6]([NH:8][C:9]([CH3:27])([CH3:26])[CH2:10][C:11]([NH:13][C@@H:14]1[CH2:20][CH2:19][C:18]2[CH:21]=[CH:22][CH:23]=[CH:24][C:17]=2[N:16]([CH2:29][C:30]2[CH:31]=[CH:32][C:33]([C:36]3[CH:41]=[CH:40][CH:39]=[CH:38][C:37]=3[C:42]3[N:43]=[CH:44][N:45]([C:47]([C:60]4[CH:65]=[CH:64][CH:63]=[CH:62][CH:61]=4)([C:54]4[CH:55]=[CH:56][CH:57]=[CH:58][CH:59]=4)[C:48]4[CH:53]=[CH:52][CH:51]=[CH:50][CH:49]=4)[CH:46]=3)=[CH:34][CH:35]=2)[C:15]1=[O:25])=[O:12])=[O:7])([CH3:4])([CH3:2])[CH3:3]. Procedure details: Prepared from 3-t-butoxycarbonylamino-3-methyl-N-[2,3,4,5-tetrahydro-2-oxo-1H-1-benzazepin-3(R)-yl]-butanamide (Example 1, Step I) and 4-bromomethyl-2'-[1-(triphenylmethyl)imidazol-4-yl]-1,1'-biphenyl by the procedure described in Example 2, Step E. The reactants are CCOc1c(C)cc(N)cc1CC, Cc1ccccc1, O=C(Cl)Cl. Yields the product CCOc1c(C)cc(N=C=O)cc1CC. RXN SMILES: [CH2:1]([CH3:2])[c:3]1[cH:4][c:5]([NH2:6])[cH:7][c:8]([CH3:13])[c:9]1[O:10][CH2:11][CH3:12].[CH3:18][c:19]1[cH:20][cH:21][cH:22][cH:23][cH:24]1.[Cl:14][C:15]([Cl:16])=[O:17]>>[CH2:1]([CH3:2])[c:3]1[cH:4][c:5]([N:6]=[C:15]=[O:17])[cH:7][c:8]([CH3:13])[c:9]1[O:10][CH2:11][CH3:12].